Dataset: the Open Reaction Database (ORD), a public repository of structured organic reaction records. Task: describe an organic reaction: reactants, conditions, products, and yield Starting materials: COC(CC1=CC(=C(C(=C1)Br)OC1=C(C=C(C(=C1)C(C)C)OC)C(C1=CC=CC=C1)=O)Br)=O ((4-(2-benzoyl-5-isopropyl-4-methoxy-phenoxy)-3,5-dibromo-phenyl)-acetic acid methyl ester), CC(C)C[AlH]CC(C)C (DIBAL). The solvent is C1CCOC1 (THF). Reaction conditions: temperature 0 celsius, time 15 minute. Yields the product BrC=1C=C(C=C(C1OC1=C(C=C(C(=C1)C(C)C)OC)C(C1=CC=CC=C1)O)Br)CCO (2-(3,5-dibromo-4-(2-(hydroxy-phenyl-methyl)-5-isopropyl-4-methoxy-phenoxy)-phenyl)-ethanol). Reaction SMILES: C[O:2][C:3](=O)[CH2:4][C:5]1[CH:10]=[C:9]([Br:11])[C:8]([O:12][C:13]2[CH:18]=[C:17]([CH:19]([CH3:21])[CH3:20])[C:16]([O:22][CH3:23])=[CH:15][C:14]=2[C:24](=[O:31])[C:25]2[CH:30]=[CH:29][CH:28]=[CH:27][CH:26]=2)=[C:7]([Br:32])[CH:6]=1.CC(C[AlH]CC(C)C)C>C1COCC1>[Br:11][C:9]1[CH:10]=[C:5]([CH2:4][CH2:3][OH:2])[CH:6]=[C:7]([Br:32])[C:8]=1[O:12][C:13]1[CH:18]=[C:17]([CH:19]([CH3:20])[CH3:21])[C:16]([O:22][CH3:23])=[CH:15][C:14]=1[CH:24]([OH:31])[C:25]1[CH:30]=[CH:29][CH:28]=[CH:27][CH:26]=1. Procedure: To a solution of (4-(2-benzoyl-5-isopropyl-4-methoxy-phenoxy)-3,5-dibromo-phenyl)-acetic acid methyl ester (100 mg, 0.17 mmol) in THF under N2 atmosphere was added DIBAL (0.87 ml, 5 eq) dropwise at 0° C. The reaction was stirred at 0° C. for 15 minutes and allowed to reach room temperature and stirred for another 2 h. The mixture was poured into ice, and the aqueous phase extracted with EtOAc and the combined organic layers were dried over MgSO4 and concentrated. Purification on silica gave 2-(3...